Dataset: the Open Reaction Database (ORD), a public repository of structured organic reaction records. Task: describe an organic reaction: reactants, conditions, products, and yield RXN SMILES: [Br:1]N1C(=O)CCC1=O.[Br:9][C:10]1[CH:11]=[C:12]2[C:16](=[CH:17][CH:18]=1)[N:15]1[CH2:19][CH2:20][CH2:21][C:22](=[O:23])[C:14]1=[C:13]2[CH3:24].BrBr>C(Cl)Cl>[Br:9][C:10]1[CH:11]=[C:12]2[C:16](=[CH:17][CH:18]=1)[N:15]1[CH2:19][CH2:20][CH:21]([Br:1])[C:22](=[O:23])[C:14]1=[C:13]2[CH3:24]. Reactants: crude mixture, BrBr (bromine), BrN1C(CCC1=O)=O (N-bromosuccinimide), BrC=1C=C2C(=C3N(C2=CC1)CCCC3=O)C (2-bromo-10-methyl-6,7,8,9-tetrahydropyrido[1,2-a]indol-9-one). The product is BrC=1C=C2C(=C3N(C2=CC1)CCC(C3=O)Br)C (2,8 -Dibromo-10-methyl-6,7,8,9-tetrahydropyrido[1,2-a]indol-9-one). Run at time 30 minute. Procedure details: Aged N-bromosuccinimide (4.89 g, 27.5 mmol) was added in small portions (over 15 min) to a solution of 2-bromo-10-methyl-6,7,8,9-tetrahydropyrido[1,2-a]indol-9-one (described in Example 8, 5.0 g) in methylene chloride (100 mL) and stirring at room temperature was continued for 30 min. This crude mixture was then protected against light, and a solution of bromine (2 mL) in methylene chloride (200 mL) was added very slowly from a dropping funnel. The reaction mixture was washed successively with c... Solvent: C(Cl)Cl (methylene chloride), C(Cl)Cl (methylene chloride). The reactants are CN(C)c1ccncc1, O=C(Cl)OCc1ccccc1, ClCCl, Cl, COc1ccc(CC(Cc2ccc(OC)cc2)N2C(=O)C(C(C)O)C2C(C)(C)O)cc1. The product is COc1ccc(CC(Cc2ccc(OC)cc2)N2C(=O)C(C(C)OC(=O)OCc3ccccc3)C2C(C)(C)O)cc1. RXN SMILES: [CH3:44][N:45]([CH3:46])[c:47]1[cH:48][cH:49][n:50][cH:51][cH:52]1.[Cl:32][C:33](=[O:34])[O:35][CH2:36][c:37]1[cH:38][cH:39][cH:40][cH:41][cH:42]1.[Cl:53][CH2:54][Cl:55].[ClH:43].[OH:1][C:2]([CH3:3])([CH3:4])[CH:5]1[CH:6]([CH:29]([CH3:30])[OH:31])[C:7](=[O:28])[N:8]1[CH:9]([CH2:10][c:11]1[cH:12][cH:13][c:14]([O:17][CH3:18])[cH:15][cH:16]1)[CH2:19][c:20]1[cH:21][cH:22][c:23]([O:26][CH3:27])[cH:24][cH:25]1>>[OH:1][C:2]([CH3:3])([CH3:4])[CH:5]1[CH:6]([CH:29]([CH3:30])[O:31][C:33](=[O:34])[O:35][CH2:36][c:37]2[cH:38][cH:39][cH:40][cH:41][cH:42]2)[C:7](=[O:28])[N:8]1[CH:9]([CH2:10][c:11]1[cH:12][cH:13][c:14]([O:17][CH3:18])[cH:15][cH:16]1)[CH2:19][c:20]1[cH:21][cH:22][c:23]([O:26][CH3:27])[cH:24][cH:25]1. Product: Cl.CCN(C1CCCCC1)C1=C(C(=O)O)C=C(C(=C1OC)OC)OC (N-2-ethyl-cyclohexylamino-3,4,5-trimethoxy-benzoate-hydrochloride). Reactants: [Na].COC=1C=C(C(=O)[O-])C=C(C1OC)OC (sodium 3,4,5-trimethoxy-benzoate), Cl.ClCCNC1CCCCC1 (N-2-chloroethyl-cyclohexylamine hydrochloride), [I-].[Na+] (sodium iodide). RXN SMILES: [Na].[CH3:2][O:3][C:4]1[CH:5]=[C:6]([CH:10]=[C:11]([O:15][CH3:16])[C:12]=1[O:13][CH3:14])[C:7]([O-:9])=[O:8].Cl.[Cl:18][CH2:19][CH2:20][NH:21][CH:22]1[CH2:27][CH2:26][CH2:25][CH2:24][CH2:23]1.[I-].[Na+]>CN(C)C=O>[ClH:18].[CH3:19][CH2:20][N:21]([C:10]1[C:11]([O:15][CH3:16])=[C:12]([O:13][CH3:14])[C:4]([O:3][CH3:2])=[CH:5][C:6]=1[C:7]([OH:9])=[O:8])[CH:22]1[CH2:27][CH2:26][CH2:25][CH2:24][CH2:23]1 |f:0.1,2.3,4.5,7.8,^1:0|. The solvent is CN(C=O)C (dimethyl formamide). Procedure: To 1.7 g. of sodium-3,4,5-trimethoxy-benzoate 1.45 g. of N-2-chloroethyl-cyclohexylamine hydrochloride and some sodium iodide crystals are added, whereafter 30 ml. of dimethyl formamide are introduced. After cooling toe precipitated crystals are filtered and the filtrate is evaporated. The residue is recrystallized from 96% of ethanol under clarifying with activated charcoal. Thus N-2-ethyl-cyclohexylamino-3,4,5-trimethoxy-benzoate-hydrochloride is obtained. M.p.: 208°-210° C. Reactants: O=S1(N(CCCC1)C1=C2C=CC=NC2=C(C(=N1)C(=O)NCC1=C(C=CC=C1)S(=O)(=O)C)C1=C(C=CC(=C1)C)S(=O)(=O)[O-])=O (5-(1,1-dioxido-1,2-thiazinan-2-yl)-7-({[2-(methylsulfonyl)benzyl]amino}carbonyl)-1,6-naphthyridin-8-yl-4-methylbenzenesulfonate), C[O-].[Na+] (NaOMe). The solvent is CO (methanol), O (water), CO (methanol). Conditions: time 8 hour. The product is O=S1(N(CCCC1)C1=C2C=CC=NC2=C(C(=N1)C(=O)NCC1=C(C=CC=C1)S(=O)(=O)C)O)=O (5-(1,1-dioxido-1,2-thiazinan-2-yl)-8-hydroxy-N-[2-(methylsulfonyl)-benzyl]-1,6-naphthyridine-7-carboxamide). As a reaction SMILES: [O:1]=[S:2]1(=[O:43])[CH2:7][CH2:6][CH2:5][CH2:4][N:3]1[C:8]1[N:17]=[C:16]([C:18]([NH:20][CH2:21][C:22]2[CH:27]=[CH:26][CH:25]=[CH:24][C:23]=2[S:28]([CH3:31])(=[O:30])=[O:29])=[O:19])[C:15](C2C=C(C)C=CC=2S([O-])(=O)=O)=[C:14]2[C:9]=1[CH:10]=[CH:11][CH:12]=[N:13]2.C[O-:45].[Na+]>CO.O>[O:1]=[S:2]1(=[O:43])[CH2:7][CH2:6][CH2:5][CH2:4][N:3]1[C:8]1[N:17]=[C:16]([C:18]([NH:20][CH2:21][C:22]2[CH:27]=[CH:26][CH:25]=[CH:24][C:23]=2[S:28]([CH3:31])(=[O:30])=[O:29])=[O:19])[C:15]([OH:45])=[C:14]2[C:9]=1[CH:10]=[CH:11][CH:12]=[N:13]2 |f:1.2|. Procedure details: 5-(1,1-dioxido-1,2-thiazinan-2-yl)-7-({[2-(methylsulfonyl)benzyl]amino}carbonyl)-1,6-naphthyridin-8-yl-4-methylbenzenesulfonate (220 mg, 0.34 mmol) was dissolved in methanol (10 mL) and NaOMe (55 mg, 1.02 mmol) was added. The reaction was stirred overnight at room temperature. The crude reaction was diluted with water (10 mL) and extracted with CH2Cl2 (2×10 mL). The organic phase was dried (MgSO4), filtered and concentrated in vacuo to afford a yellow oily solid. The material was suspended in me... Starting materials: CC1=CC=C(C2=CC=CC=C12)N (4-Methyl-naphthalen-1-ylamine), C(C)C1=C2CCCCC2=C(C=C1)[N+](=O)[O-] (5-ethyl-8-nitro-1,2,3,4-tetrahydro-naphthalene). Yields the product C(C)C1=CC=C(C=2CCCCC12)N (4-Ethyl-5,6,7,8-tetrahydro-naphthalen-1-ylamine). RXN SMILES: CC1C2C(=CC=CC=2)C(N)=CC=1.[CH2:13]([C:15]1[CH:24]=[CH:23][C:22]([N+:25]([O-])=O)=[C:21]2[C:16]=1[CH2:17][CH2:18][CH2:19][CH2:20]2)[CH3:14]>>[CH2:13]([C:15]1[C:16]2[CH2:17][CH2:18][CH2:19][CH2:20][C:21]=2[C:22]([NH2:25])=[CH:23][CH:24]=1)[CH3:14]. Procedure details: The procedure was essentially identical to the route for 4-Methyl-naphthalen-1-ylamine as described above, however, started with a solution of 5-ethyl-8-nitro-1,2,3,4-tetrahydro-naphthalene (795 mg, 3.95 mmol). Reactants: FC=1C=C(C=C(C1F)F)C1C(CCC1)=O (2-(3,4,5-trifluorophenyl)cyclopentanone), C(=O)(N=C=O)Cl (carbonisocyanatidic chloride). The solvent is C(C)(=O)OCC (ethyl acetate). Conditions: temperature 130 celsius. Product: FC=1C=C(C=C(C1F)F)C1CCC=2C(NC(OC21)=O)=O (7-(3,4,5-trifluorophenyl)-6,7-dihydrocyclopenta[e][1,3]oxazine-2,4(3H,5H)-dione). Isolated yield 46.4%. As a reaction SMILES: [F:1][C:2]1[CH:3]=[C:4]([CH:10]2[CH2:14][CH2:13][CH2:12][C:11]2=[O:15])[CH:5]=[C:6]([F:9])[C:7]=1[F:8].[C:16](Cl)([N:18]=[C:19]=[O:20])=[O:17]>C(OCC)(=O)C>[F:1][C:2]1[CH:3]=[C:4]([CH:10]2[C:11]3[O:15][C:19](=[O:20])[NH:18][C:16](=[O:17])[C:12]=3[CH2:13][CH2:14]2)[CH:5]=[C:6]([F:9])[C:7]=1[F:8]. Reported procedure: A mixture of 2-(3,4,5-trifluorophenyl)cyclopentanone (2 g, 9.34 mmol) and carbonisocyanatidic chloride (1.773 g, 16.81 mmol) was heated at 58° C. for 1 h and at 130° C. for 2 h. Upon cooling to room temperature, the reaction mixture was dissolved in ethyl acetate and washed with saturated aqueous solution of sodium bicarbonate. The organic layer was separated and the aqueous layer was extracted with ethyl acetate. The combined organic extracts were dried over anhydrous magnesium sulfate and filt... Starting materials: C(C1=CC=CC=C1)=CC(=O)C1=CC=CC=C1 (benzalacetophenone), C1(CCCCC1)=O (cyclohexanone), [OH-].[Na+] (sodium hydroxide). The solvent is C(C)O (ethyl alcohol), C(C)O (ethanol). Reaction conditions: time 30 minute. The product is C1(=CC=CC=C1)C(CC(C1=CC=CC=C1)=O)C1C(CCCC1)=O (2-(α-phenyl-β-benzoylethyl)-cyclohexanone). As a reaction SMILES: [CH:1](=[CH:8][C:9]([C:11]1[CH:16]=[CH:15][CH:14]=[CH:13][CH:12]=1)=[O:10])[C:2]1[CH:7]=[CH:6][CH:5]=[CH:4][CH:3]=1.[C:17]1(=[O:23])[CH2:22][CH2:21][CH2:20][CH2:19][CH2:18]1.[OH-].[Na+]>C(O)C>[C:2]1([CH:1]([CH:18]2[CH2:19][CH2:20][CH2:21][CH2:22][C:17]2=[O:23])[CH2:8][C:9](=[O:10])[C:11]2[CH:16]=[CH:15][CH:14]=[CH:13][CH:12]=2)[CH:7]=[CH:6][CH:5]=[CH:4][CH:3]=1 |f:2.3|. Procedure details: Ten parts of benzalacetophenone and 5 parts of cyclohexanone was dissolved in 200 mL of ethyl alcohol and a solution of 5 parts of sodium hydroxide in 100 ml of ethanol was added to the reaction mixture. After 30 minutes the solution became cloudy and white solid was appeared. The reaction mixture was stirred for 10 hours at room temperature and solid was filtered, washed with water and then with 100 ml of ethyl alcohol. The white solid was dried under reduced pressure,with a yield of 12 parts. ... Starting materials: Clc1ncccc1Br, CC1CNCCN1. The product is CC1CN(c2ncccc2Br)CCN1. RXN SMILES: [Br:1][c:2]1[c:3]([Cl:8])[n:4][cH:5][cH:6][cH:7]1.[CH3:9][CH:10]1[NH:11][CH2:12][CH2:13][NH:14][CH2:15]1>>[Br:1][c:2]1[c:3]([N:14]2[CH2:13][CH2:12][NH:11][CH:10]([CH3:9])[CH2:15]2)[n:4][cH:5][cH:6][cH:7]1. The product is C=CCC(CO)CCCCl. The reactants are B, C1CCOC1, [Li]CCCC, CC(C)NC(C)C, C=CCC(CCCCl)C(=O)N(C)C(C)C(O)c1ccccc1, N. Reaction SMILES: [BH3:14].[CH2:37]1[O:38][CH2:39][CH2:40][CH2:41]1.[CH3:8][CH2:9][CH2:10][CH2:11][Li:12].[CH:1]([NH:2][CH:3]([CH3:4])[CH3:5])([CH3:6])[CH3:7].[Cl:15][CH2:16][CH2:17][CH2:18][CH:19]([C:20](=[O:21])[N:22]([CH:23]([CH3:24])[CH:25]([OH:26])[c:27]1[cH:28][cH:29][cH:30][cH:31][cH:32]1)[CH3:33])[CH2:34][CH:35]=[CH2:36].[NH3:13]>>[Cl:15][CH2:16][CH2:17][CH2:18][CH:19]([CH2:20][OH:21])[CH2:34][CH:35]=[CH2:36].